Dataset: the Open Reaction Database (ORD), a public repository of structured organic reaction records. Task: describe an organic reaction: reactants, conditions, products, and yield Reactants: ON1N=NC2=C1C=CC=C2 (1-hydroxybenzotriazole), C(C)(C)N(C(C)C)CC (N,N-diisopropylethylamine), aldehyde, resin, C(C1=CC=CC=C1)N (benzyl amine), C(C)(=O)O[BH-](OC(C)=O)OC(C)=O.[Na+] (sodium triacetoxyborohydride), polystyrene resin, C1(=CC=CC2=CC=CC=C12)CN1CCC2(C(N(CN2C2=CC=CC=C2)CC(=O)O)=O)CC1 ((8-naphthalen-1-ylmethyl-4-oxo-1-phenyl-1,3,8-triaza-spiro[4.5]dec-3-yl)-acetic acid), C(C)(C)N=C=NC(C)C (N,N′-diisopropylcarbodiimide), C(C)(C)N=C=NC(C)C (N,N′-diisopropylcarbodiimide). Solvent: CN(C=O)C (dimethylformamide), ClCCCl (1,2-dichloroethane), CN(C=O)C (dimethylformamide). Conditions: time 20 hour. Product: C(C1=CC=CC=C1)NC(CN1CN(C2(C1=O)CCN(CC2)CC2=CC=CC1=CC=CC=C21)C2=CC=CC=C2)=O (N-Benzyl-2-(8-naphthalen-1-ylmethyl-4-oxo-1-phenyl-1,3,8-triaza-spiro[4.5]dec-3-yl)-acetamide). As a reaction SMILES: ON1C2C=CC=CC=2N=N1.C(N=C=NC(C)C)(C)C.C(N(CC)C(C)C)(C)C.[CH2:29]([NH2:36])[C:30]1[CH:35]=[CH:34][CH:33]=[CH:32][CH:31]=1.C(O[BH-](OC(=O)C)OC(=O)C)(=O)C.[Na+].[C:51]1([CH2:61][N:62]2[CH2:82][CH2:81][C:65]3([N:69]([C:70]4[CH:75]=[CH:74][CH:73]=[CH:72][CH:71]=4)[CH2:68][N:67]([CH2:76][C:77](O)=[O:78])[C:66]3=[O:80])[CH2:64][CH2:63]2)[C:60]2[C:55](=[CH:56][CH:57]=[CH:58][CH:59]=2)[CH:54]=[CH:53][CH:52]=1>CN(C)C=O.ClCCCl>[CH2:29]([NH:36][C:77](=[O:78])[CH2:76][N:67]1[C:66](=[O:80])[C:65]2([CH2:81][CH2:82][N:62]([CH2:61][C:51]3[C:60]4[C:55](=[CH:56][CH:57]=[CH:58][CH:59]=4)[CH:54]=[CH:53][CH:52]=3)[CH2:63][CH2:64]2)[N:69]([C:70]2[CH:75]=[CH:74][CH:73]=[CH:72][CH:71]=2)[CH2:68]1)[C:30]1[CH:35]=[CH:34][CH:33]=[CH:32][CH:31]=1 |f:4.5|. Procedure: To a suspension of the the commercially available aminomethylated polystyrene resin (Novabiochem) (20 g, 16 mmol) in dimethylformamide (70 ml) was added a solution of the commercially available BAL-Linker (PerSeptive Biosystems GMBH) (12.88 g, 48.0 mmol) and 1-hydroxybenzotriazole (7.26 g, 48.0 mmol) in 70 ml of dimethylformamide. To this was added N,N′-diisopropylcarbodiimide (6.06 g, 48.0 mmol) followed by N,N-diisopropylethylamine (6.19 g, 48.0 mmol). The reaction was allowed to stir 20 h at ... The reactants are CCO, CCCCCCCCCCC=O, Cl, Cl, N=C(N)NC(=N)NCc1ccc(C(F)(F)F)cc1. Yields the product CCCCCCCCCCC1N=C(N)NC(NCc2ccc(C(F)(F)F)cc2)=N1, Cl. Reaction SMILES: [CH3:33][CH2:34][OH:35].[CH:1]([CH2:2][CH2:3][CH2:4][CH2:5][CH2:6][CH2:7][CH2:8][CH2:9][CH2:10][CH3:11])=[O:12].[ClH:13].[ClH:14].[F:15][C:16]([c:17]1[cH:18][cH:19][c:20]([CH2:21][NH:22][C:23](=[NH:24])[NH:25][C:26](=[NH:27])[NH2:28])[cH:29][cH:30]1)([F:31])[F:32]>>[CH:1]1([CH2:2][CH2:3][CH2:4][CH2:5][CH2:6][CH2:7][CH2:8][CH2:9][CH2:10][CH3:11])[N:24]=[C:23]([NH:22][CH2:21][c:20]2[cH:19][cH:18][c:17]([C:16]([F:15])([F:31])[F:32])[cH:30][cH:29]2)[NH:25][C:26]([NH2:28])=[N:27]1.[ClH:13]. The reactants are O=C(OC1CN2CCC1CC2)c1ccccc1, O=C(O)C(O)C(O)C(=O)O, [Na+], [OH-]. The product is OC1CN2CCC1CC2. Reaction SMILES: [C:11](=[O:12])([c:13]1[cH:14][cH:15][cH:16][cH:17][cH:18]1)[O:19][CH:20]1[CH2:21][N:22]2[CH2:23][CH2:24][CH:25]1[CH2:26][CH2:27]2.[C:1]([CH:2]([CH:3]([C:4]([OH:5])=[O:6])[OH:7])[OH:8])([OH:9])=[O:10].[Na+:29].[OH-:28]>>[OH:19][CH:20]1[CH2:21][N:22]2[CH2:23][CH2:24][CH:25]1[CH2:26][CH2:27]2. RXN SMILES: [CH2:1]1[C:6]2[C:7]3[CH:13]=[CH:12][CH:11]=[CH:10][C:8]=3[S:9][C:5]=2[CH2:4][CH2:3][NH:2]1.Cl[CH2:15][CH2:16][C:17]1[C:22](=[O:23])[N:21]2[CH:24]=[CH:25][CH:26]=[CH:27][C:20]2=[N:19][C:18]=1C.[C:29]([O-:32])([O-:31])=O.[Na+].[Na+].CC(CC(C)C)=[O:37]>>[C:22]([OH:23])(=[O:37])/[CH:17]=[CH:18]/[C:29]([OH:32])=[O:31].[CH2:1]1[C:6]2[C:7]3[CH:13]=[CH:12][CH:11]=[CH:10][C:8]=3[S:9][C:5]=2[CH2:4][CH2:3][N:2]1[CH2:15][CH2:16][C:17]1[C:22](=[O:23])[N:21]2[CH:24]=[CH:25][CH:26]=[CH:27][C:20]2=[N:19][CH:18]=1 |f:2.3.4,6.7|. Product: C(\C=C\C(=O)O)(=O)O.C1N(CCC2=C1C1=C(S2)C=CC=C1)CCC1=CN=C2N(C1=O)C=CC=C2 (3-[2-(3,4-dihydro-[1]benzothieno[3,2-c]pyridin-2(1H)-yl)ethyl]4H-pyrido[1,2-a]pyrimidin-4-one (E)-2-butenedioate). Procedure details: A mixture of 1,2,3,4-tetrahydro-benzothieno[3,2-c]pyridine [prepared analogous to the procedure described in J. Am. Chem. Soc., 1953, p. 697] (0.009 mol), 3-(2-chloro-ethyl)-2-methyl-4H-pyrido[1,2-a]pyrimidin-4-one (0.011 mol), Na2CO3 (0.023 mol) and KI (catalytic quantity) in methylisobutyl keton (100 ml) was stirred and refluxed overnight, then cooled to room temperature and the solvent was evaporated. The residue was washed with water and extracted with CH2Cl2. The separated organic layer was... The yield is 47.0%. The reactants are ClCCC1=C(N=C2N(C1=O)C=CC=C2)C (3-(2-chloro-ethyl)-2-methyl-4H-pyrido[1,2-a]pyrimidin-4-one), C(=O)([O-])[O-].[Na+].[Na+] (Na2CO3), CC(=O)CC(C)C (methylisobutyl keton), C1NCCC2=C1C1=C(S2)C=CC=C1 (1,2,3,4-tetrahydro-benzothieno[3,2-c]pyridine). Product: CCc1nc(NN)cc(N2CCN(C)CC2)n1. Starting materials: CN1CCNCC1, CCc1nc(Cl)cc(NN)n1, O. RXN SMILES: [CH3:12][N:13]1[CH2:14][CH2:15][NH:16][CH2:17][CH2:18]1.[Cl:1][c:2]1[n:3][c:4]([CH2:10][CH3:11])[n:5][c:6]([NH:8][NH2:9])[cH:7]1.[OH2:19]>>[c:2]1([N:16]2[CH2:15][CH2:14][N:13]([CH3:12])[CH2:18][CH2:17]2)[n:3][c:4]([CH2:10][CH3:11])[n:5][c:6]([NH:8][NH2:9])[cH:7]1. Starting materials: C(C)OC(C(CC(=O)C1=C(C=C(C=C1)Cl)Cl)=O)=O (4-(2,4-dichlorophenyl)-2,4-dioxobutanoic acid ethyl ester), Cl.ClC=1C=C(C=CC1)NN (3-chlorophenylhydrazine hydrochloride). Yields the product ClC=1C=C(C=CC1)N1N=C(C=C1C1=C(C=C(C=C1)Cl)Cl)C(=O)OCC (Ethyl 1-(3-chlorophenyl)-5-(2,4-dichlorophenyl)-1H-pyrazole-3-carboxylate). Yield: 22.0%. Reaction SMILES: [CH2:1]([O:3][C:4](=[O:18])[C:5](=O)[CH2:6][C:7]([C:9]1[CH:14]=[CH:13][C:12]([Cl:15])=[CH:11][C:10]=1[Cl:16])=O)[CH3:2].Cl.[Cl:20][C:21]1[CH:22]=[C:23]([NH:27][NH2:28])[CH:24]=[CH:25][CH:26]=1>>[Cl:20][C:21]1[CH:22]=[C:23]([N:27]2[C:7]([C:9]3[CH:14]=[CH:13][C:12]([Cl:15])=[CH:11][C:10]=3[Cl:16])=[CH:6][C:5]([C:4]([O:3][CH2:1][CH3:2])=[O:18])=[N:28]2)[CH:24]=[CH:25][CH:26]=1 |f:1.2|. Procedure details: Starting from 1 g (3.46 mmol) of 4-(2,4-dichlorophenyl)-2,4-dioxobutanoic acid ethyl ester from example 11A and 842.25 mg (4.7 mmol) of 3-chlorophenylhydrazine hydrochloride, 297.5 mg (0.75 mmol, 22% yield of theory) of product are obtained according to the method described in example 4A and after purification by preparative HPLC.